This data is from the Open Reaction Database (ORD), a public repository of structured organic reaction records. The task is: describe an organic reaction: reactants, conditions, products, and yield Starting materials: O (water), ClC1=CC=C(C=C1)C1=CC=C(C=C1)SCC(C(=O)O)CN1C(N(C(C1=O)(C)C)C)=O (3-[(4′-chloro[1,1′-biphenyl]-4-yl)sulfanyl]-2-[(3,4,4-trimethyl-2,5-dioxo-1-imidazolidinyl)methyl]propanoic acid), OOS(=O)[O-].[K+] (Oxone). Solvent: CN(C)C=O (DMF), CN(C)C=O (DMF). Run at time 2 hour. Product: ClC1=CC=C(C=C1)C1=CC=C(C=C1)S(=O)(=O)CC(C(=O)O)CN1C(N(C(C1=O)(C)C)C)=O (3-[(4′-chloro[1,1′-biphenyl]-4-yl)sulfonyl]-2-[(3,4,4-trimethyl-2,5-dioxo-1-imidazolidinyl)methyl]propanoic acid). As a reaction SMILES: [Cl:1][C:2]1[CH:7]=[CH:6][C:5]([C:8]2[CH:13]=[CH:12][C:11]([S:14][CH2:15][CH:16]([CH2:20][N:21]3[C:25](=[O:26])[C:24]([CH3:28])([CH3:27])[N:23]([CH3:29])[C:22]3=[O:30])[C:17]([OH:19])=[O:18])=[CH:10][CH:9]=2)=[CH:4][CH:3]=1.[OH:31]OS([O-])=O.[K+].[OH2:37]>CN(C=O)C>[Cl:1][C:2]1[CH:7]=[CH:6][C:5]([C:8]2[CH:9]=[CH:10][C:11]([S:14]([CH2:15][CH:16]([CH2:20][N:21]3[C:25](=[O:26])[C:24]([CH3:28])([CH3:27])[N:23]([CH3:29])[C:22]3=[O:30])[C:17]([OH:19])=[O:18])(=[O:31])=[O:37])=[CH:12][CH:13]=2)=[CH:4][CH:3]=1 |f:1.2|. Procedure: A solution of 3-[(4′-chloro[1,1′-biphenyl]-4-yl)sulfanyl]-2-[(3,4,4-trimethyl-2,5-dioxo-1-imidazolidinyl)methyl]propanoic acid (4.6 g) in 30 ml of DMF was added dropwise to a stirred solution of Oxone® (13.5 g) in 75 mL of DMF and 20 mL of water at 45° C. After stirring for 2 h, the solvent was removed and the residue was partitioned between ethyl acetate and brine. The residue was columned on a small pad of silica gel eluting with chloroform to furnish 3.9 g of the title compound as a white foa... The reactants are COc1cc(NC(=O)OC(C)(C)C)c(NC(=O)CC(=O)c2cccc(-n3ccnc3)c2)cc1-c1ccc(F)cc1C, ClCCl, O=C(O)C(F)(F)F. Product: COc1cc2c(cc1-c1ccc(F)cc1C)NC(=O)CC(c1cccc(-n3ccnc3)c1)=N2. Reaction SMILES: [C:1]([O:2][C:3](=[O:4])[NH:7][c:8]1[cH:9][c:10]([O:39][CH3:40])[c:11](-[c:31]2[c:32]([CH3:38])[cH:33][c:34]([F:37])[cH:35][cH:36]2)[cH:12][c:13]1[NH:14][C:15]([CH2:16][C:17](=[O:5])[c:19]1[cH:20][c:21](-[n:25]2[cH:26][n:27][cH:28][cH:29]2)[cH:22][cH:23][cH:24]1)=[O:30])([CH3:6])([CH3:18])[CH3:41].[Cl:49][CH2:50][Cl:51].[F:42][C:43]([F:44])([F:45])[C:46]([OH:47])=[O:48]>>[N:7]1=[C:17]([c:19]2[cH:20][c:21](-[n:25]3[cH:26][n:27][cH:28][cH:29]3)[cH:22][cH:23][cH:24]2)[CH2:16][C:15](=[O:30])[NH:14][c:13]2[c:8]1[cH:9][c:10]([O:39][CH3:40])[c:11](-[c:31]1[c:32]([CH3:38])[cH:33][c:34]([F:37])[cH:35][cH:36]1)[cH:12]2.